This data is from the Open Reaction Database (ORD), a public repository of structured organic reaction records. The task is: describe an organic reaction: reactants, conditions, products, and yield Starting materials: C1(CCCCC1)[C@H](C)N ((S)-(−)-1-cyclohexylethylamine), CC(=C)[C@H]1CC[C@@]2([C@H](C1)O2)C ((S)-(−)-limonene oxide). Run in O (water). Run at time 109.75 hour. Product: C1(CCCCC1)[C@H](C)N[C@H]1[C@@](CC[C@@H](C1)C(=C)C)(O)C ((1R,2R,4S)-2-((1S)-1-cyclohexylethylamino)-1-methyl-4-(1-methylethenyl) cyclohexanol). The yield is 33.7%. As a reaction SMILES: [CH:1]1([C@@H:7]([NH2:9])[CH3:8])[CH2:6][CH2:5][CH2:4][CH2:3][CH2:2]1.[CH3:10][C:11]([C@@H:13]1[CH2:18][C@@H:17]2[O:19][C@:16]2([CH3:20])[CH2:15][CH2:14]1)=[CH2:12]>O>[CH:1]1([C@@H:7]([NH:9][C@@H:15]2[CH2:14][C@@H:13]([C:11]([CH3:12])=[CH2:10])[CH2:18][CH2:17][C@@:16]2([CH3:20])[OH:19])[CH3:8])[CH2:6][CH2:5][CH2:4][CH2:3][CH2:2]1. Procedure: A 100-mL, single-neck flask equipped with a magnetic stirring bar and a reflux condenser fitted with a nitrogen bubbler was charged with 4.75 g (0.037 mol) of (S)-(−)-1-cyclohexylethylamine, 23.00 g (0.151 mol) of (S)-(−)-limonene oxide, and 2.0 mL of deionized water. The mixture was heated to reflux and held there for 109.75 h. The reaction mixture was cooled to room temperature and filtered to remove an insoluble white solid. The excess limonene oxide was then distilled off at reduced pressure... Starting materials: FC1=CC=C(C=C1)S(=O)(=O)N(C=1SC=CN1)S(=O)(=O)C1=CC=C(C=C1)N1C([C@@H](CC1)O)=O ((R)-4-fluoro-N-(4-(3-hydroxy-2-oxopyrrolidin-1-yl)phenylsulfonyl)-N-(thiazol-2-yl)benzenesulfonamide), C(C)(C)N(C(C)C)CC (N,N-diisopropylethylamine), CH2Cl, ClC=1C=C(C=C(C1)Cl)C1CNCCO1 (2-(3,5-dichlorophenyl)morpholine), S(=O)(=O)(C(F)(F)F)OS(=O)(=O)C(F)(F)F (Triflic anhydride). Conditions: temperature -20 celsius, time 1 hour. Yields the product ClC=1C=C(C=C(C1)Cl)[C@H]1CNCCO1 ((S)-2-(3,5-dichlorophenyl)morpholine). Reaction SMILES: FC1C=CC(S(N(S(C2C=CC(N3CC[C@@H](O)C3=O)=CC=2)(=O)=O)C2SC=CN=2)(=O)=O)=CC=1.C(N(CC)C(C)C)(C)C.S(OS(C(F)(F)F)(=O)=O)(C(F)(F)F)(=O)=O.[Cl:57][C:58]1[CH:59]=[C:60]([CH:65]2[O:70][CH2:69][CH2:68][NH:67][CH2:66]2)[CH:61]=[C:62]([Cl:64])[CH:63]=1>>[Cl:64][C:62]1[CH:61]=[C:60]([C@@H:65]2[O:70][CH2:69][CH2:68][NH:67][CH2:66]2)[CH:59]=[C:58]([Cl:57])[CH:63]=1. Procedure details: Synthesized according to General procedure 31, Method A. A stirring suspension of ((R)-4-fluoro-N-(4-(3-hydroxy-2-oxopyrrolidin-1-yl)phenylsulfonyl)-N-(thiazol-2-yl)benzenesulfonamide (1.07 g, 2.15 mmol), N,N-diisopropylethylamine (1.15 mL, 6.50 mmol), and CH2Cl 2 (10.0 mL), under N2, was cooled to −20° C. Triflic anhydride (545 μL, 3.25 mmol) was added dropwise over 10 minutes. The suspension was stirred at −20° C. for 1 hour. A solution of (S)-2-(3,5-dichlorophenyl)morpholine (500 mg, 2.15 mmo... Starting materials: C(C)(=O)O (Acetic acid), BrC1=C(C(=CC(=C1)[N+](=O)[O-])C(F)(F)F)NC(CCC1CCCCC1)=O (N-(2-bromo-4-nitro-6-trifluoromethyl-phenyl)-3-cyclohexyl-propionamide). Reagents/catalysts: [Zn] (zinc). Solvent: O1CCCC1 (tetrahydrofuran). Run at temperature 25 celsius. Product: NC1=CC(=C(C(=C1)C(F)(F)F)NC(CCC1CCCCC1)=O)Br (N-(4-Amino-2-bromo-6-trifluoromethyl-phenyl)-3-cyclohexyl-propionamide). The yield is 100.1%. As a reaction SMILES: C(O)(=O)C.[Br:5][C:6]1[CH:11]=[C:10]([N+:12]([O-])=O)[CH:9]=[C:8]([C:15]([F:18])([F:17])[F:16])[C:7]=1[NH:19][C:20](=[O:29])[CH2:21][CH2:22][CH:23]1[CH2:28][CH2:27][CH2:26][CH2:25][CH2:24]1>O1CCCC1.[Zn]>[NH2:12][C:10]1[CH:9]=[C:8]([C:15]([F:17])([F:18])[F:16])[C:7]([NH:19][C:20](=[O:29])[CH2:21][CH2:22][CH:23]2[CH2:28][CH2:27][CH2:26][CH2:25][CH2:24]2)=[C:6]([Br:5])[CH:11]=1. Procedure: Acetic acid (3.70 mL) was added slowly to a mixture of zinc dust (7.88 g) and N-(2-bromo-4-nitro-6-trifluoromethyl-phenyl)-3-cyclohexyl-propionamide (1.99 g) in tetrahydrofuran (40 mL). The reaction mixture was then stirred for 1½ hours at 25° C. The reaction mixture was filtered, diluted with saturated aqueous sodium bicarbonate (400 mL) and extracted with ethyl acetate (3×100 mL). The combined organic phases were washed with water (100 mL), brine (100 mL), dried over sodium sulfate and concent... The solvent is C(C)(C)N(CC)C(C)C (diisopropylethylamine), [Cl-].[Na+].O (Brine). RXN SMILES: [CH2:1]([O:3][C:4]([C:6]1([NH2:9])[CH2:8][CH2:7]1)=[O:5])[CH3:2].Cl[CH2:11][CH2:12][N:13]([CH2:21][CH2:22]Cl)[C:14](=[O:20])[O:15][C:16]([CH3:19])([CH3:18])[CH3:17]>C(N(C(C)C)CC)(C)C.[Cl-].[Na+].O>[CH2:1]([O:3][C:4]([C:6]1([N:9]2[CH2:22][CH2:21][N:13]([C:14]([O:15][C:16]([CH3:18])([CH3:17])[CH3:19])=[O:20])[CH2:12][CH2:11]2)[CH2:8][CH2:7]1)=[O:5])[CH3:2] |f:3.4.5|. The product is C(C)OC(=O)C1(CC1)N1CCN(CC1)C(=O)OC(C)(C)C (tert-butyl 4-(1-(ethoxycarbonyl)cyclopropyl)piperazine-1-carboxylate), 2. Reaction conditions: time 10 minute. Reported procedure: 1-aminocyclopropane-1-carboxylic acid ethyl ester (440 mg, 2.6 mmol) was suspended in diisopropylethylamine (2 ml). Tert-Butyl bis(2-chloroethyl)carbamate (610 mg, 2.5 mmol, prepared according to Evans et al. J. Med. Chem. 1992, 35, 3919) was added at room temperature. The suspension was stirred at room temperature for 10 minutes before being heated to 100° C. for 18 h. The resulting biphasic mixture was cooled to room temperature. Brine was added and the mixture was extracted three times with E... Starting materials: C(C)OC(=O)C1(CC1)N (1-aminocyclopropane-1-carboxylic acid ethyl ester), ClCCN(C(OC(C)(C)C)=O)CCCl (Tert-Butyl bis(2-chloroethyl)carbamate). The yield is 8.0%. Reactants: Cc1cc2c(c(C)c1O)C(C)CN2C(=O)C(C)C, CI, [H-], [Na+], C1CCOC1. Yields the product COc1c(C)cc2c(c1C)C(C)CN2C(=O)C(C)C. RXN SMILES: [C:3]([CH:4]([CH3:5])[CH3:6])(=[O:7])[N:8]1[CH2:9][CH:10]([CH3:20])[c:11]2[c:12]([CH3:19])[c:13]([OH:18])[c:14]([CH3:17])[cH:15][c:16]21.[CH3:21][I:22].[H-:1].[Na+:2].[O:23]1[CH2:24][CH2:25][CH2:26][CH2:27]1>>[C:3]([CH:4]([CH3:5])[CH3:6])(=[O:7])[N:8]1[CH2:9][CH:10]([CH3:20])[c:11]2[c:12]([CH3:19])[c:13]([O:18][CH3:21])[c:14]([CH3:17])[cH:15][c:16]21. The reactants are FC1=CC=C(C=C1)C(OCCBr)C1=CC=C(C=C1)F (1-[bis(4-fluorophenyl)methoxy]-2-bromoethane), C(C)(C)OC=1C=C(C=CC1)C1CNCC1 (3-(3-1isopropoxyphenyl)pyrrolidine), C([O-])([O-])=O.[K+].[K+] (potassium carbonate). Yields the product FC1=CC=C(C=C1)C(OCCN1CC(CC1)C1=CC(=CC=C1)OC(C)C)C1=CC=C(C=C1)F (1-[2-[bis(4-fluorophenyl) methoxy]ethyl]-3-(3-isopropoxyphenyl)pyrrolidine). Isolated yield 72.6%. Reaction SMILES: [F:1][C:2]1[CH:7]=[CH:6][C:5]([CH:8]([C:13]2[CH:18]=[CH:17][C:16]([F:19])=[CH:15][CH:14]=2)[O:9][CH2:10][CH2:11]Br)=[CH:4][CH:3]=1.[CH:20]([O:23][C:24]1[CH:25]=[C:26]([CH:30]2[CH2:34][CH2:33][NH:32][CH2:31]2)[CH:27]=[CH:28][CH:29]=1)([CH3:22])[CH3:21].C(=O)([O-])[O-].[K+].[K+]>>[F:1][C:2]1[CH:7]=[CH:6][C:5]([CH:8]([C:13]2[CH:18]=[CH:17][C:16]([F:19])=[CH:15][CH:14]=2)[O:9][CH2:10][CH2:11][N:32]2[CH2:33][CH2:34][CH:30]([C:26]3[CH:27]=[CH:28][CH:29]=[C:24]([O:23][CH:20]([CH3:22])[CH3:21])[CH:25]=3)[CH2:31]2)=[CH:4][CH:3]=1 |f:2.3.4|. Procedure details: Proceeding as in Example 9, using 16.4 g (50 mmole) of 1-[bis(4-fluorophenyl)methoxy]-2-bromoethane, 10.3 g (50 mmole) of 3-(3-1isopropoxyphenyl)pyrrolidine and 13.8 g (100 mmole) of potassium carbonate, there was obtained after silica gel column filtration, 16.4 g (yield: 73%) of 1-[2-[bis(4-fluorophenyl) methoxy]ethyl]-3-(3-isopropoxyphenyl)pyrrolidine. The reactants are C(CCC)[Li] (n-butyllithium), C(CC)C=1OC=CC1 (2-propylfuran), CN(C)C=O (DMF). Solvent: CCOCC (ether), CCOCC (ether). Product: C(CC)C1=CC=C(O1)C=O (5-propyl-2-furancarboxaldehyde). The yield is 64.4%. RXN SMILES: [CH2:1]([C:4]1[O:5][CH:6]=[CH:7][CH:8]=1)[CH2:2][CH3:3].C([Li])CCC.CN([CH:17]=[O:18])C>CCOCC>[CH2:1]([C:4]1[O:5][C:6]([CH:17]=[O:18])=[CH:7][CH:8]=1)[CH2:2][CH3:3]. Reported procedure: To a solution of 13.04 g (0.118 mol) of 2-propylfuran in 800 mL of ether cooled at 0° C. with stirring under nitrogen was added dropwise 52 mL (0.130 mol) of 2.5 M n-butyllithium. The reaction mixture was allowed to warm to room temperature and then refluxed for 40 min. The reaction mixture was cooled to -60° C. 10.1 mL (0.130 mol) of DMF in 10 mL of ether was added, and the resulting mixture was stirred at -60° C. for 45 min, and warmed to room temperature. The above mixture was quenched with 1...